Dataset: the Open Reaction Database (ORD), a public repository of structured organic reaction records. Task: describe an organic reaction: reactants, conditions, products, and yield Starting materials: ClC1=CC=C(C=C1)C(N1CC(C1)CS(=O)(=O)C1=CC=CC=C1)C1=CC=C(C=C1)Cl (1-[Bis(4-chlorophenyl)methyl]-3-(phenylsulfonylmethyl)azetidine), [BH4-].[Na+] (sodium borohydride), C1(=CC=CC=C1)S(=O)(=O)C=C1CNC1 (3-(phenylsulfonylmethylene)azetidine), [BH4-].[Na+] (sodium borohydride), S(=O)(=O)([O-])[O-].[Mg+2] (magnesium sulfate), [BH4-].[Na+] (sodium borohydride). Run in C(C)O (ethanol), ClCCl (dichloromethane), ClCCl (dichloromethane), O (water). Run at temperature 50 celsius, time 45 minute. Product: C1(=CC=CC=C1)S(=O)(=O)CC1CNC1 (3-(phenylsulfonylmethyl)azetidine). As a reaction SMILES: ClC1C=CC(C(C2C=CC(Cl)=CC=2)[N:9]2[CH2:12][CH:11]([CH2:13][S:14]([C:17]3[CH:22]=[CH:21][CH:20]=[CH:19][CH:18]=3)(=[O:16])=[O:15])[CH2:10]2)=CC=1.[BH4-].[Na+].C1(S(C=C2CNC2)(=O)=O)C=CC=CC=1.S([O-])([O-])(=O)=O.[Mg+2]>C(O)C.ClCCl.O>[C:17]1([S:14]([CH2:13][CH:11]2[CH2:12][NH:9][CH2:10]2)(=[O:16])=[O:15])[CH:18]=[CH:19][CH:20]=[CH:21][CH:22]=1 |f:1.2,4.5|. Procedure: 1-[Bis(4-chlorophenyl)methyl]-3-(phenylsulfonylmethyl)azetidine may be prepared by carrying out the procedure in the following manner: 13 mg of sodium borohydride are added, under argon, to a solution of 0.15 g of 1-[bis(4-chlorophenyl)methyl)]-3-(phenylsulfonylmethylene)azetidine in 3 cm3 of anhydrous ethanol and 3.5 cm3 of anhydrous dichloromethane. After stirring for 1 hour and 45 minutes, 14 mg of sodium borohydride are again added and then the mixture is kept stirring for 20 hours at 20° C....